From a dataset of the Open Reaction Database (ORD), a public repository of structured organic reaction records. describe an organic reaction: reactants, conditions, products, and yield The reactants are CO (methanol), COC1=CC=C(C=C1)C=1OC2=C(N1)C=CC(=C2)C=O (2-p-methoxyphenyl-6-formylbenzoxazole), COC1=CC=C(C=C1)C=1OC2=C(N1)C=CC(=C2)CP(=O)(OCC)OCC (2-(p-methoxyphenyl)-6-(diethylphosphonomethyl)-benzoxazole), sodium tert.butylate. The solvent is CN(C=O)C (dimethyl formamide). Reaction conditions: time 8 hour. The product is COC1=CC=C(C=C1)C=1OC2=C(N1)C=CC(=C2)C=CC2=CC1=C(N=C(O1)C1=CC=C(C=C1)OC)C=C2 (1,2-bis-(2-p-methoxyphenyl-benzoxazol-6-yl)-ethylene). Isolated yield 74.8%. As a reaction SMILES: [CH3:1][O:2][C:3]1[CH:8]=[CH:7][C:6]([C:9]2[O:10][C:11]3[CH:17]=[C:16]([CH:18]=O)[CH:15]=[CH:14][C:12]=3[N:13]=2)=[CH:5][CH:4]=1.[CH3:20][O:21][C:22]1[CH:27]=[CH:26][C:25]([C:28]2[O:29][C:30]3[CH:36]=[C:35]([CH2:37]P(OCC)(OCC)=O)[CH:34]=[CH:33][C:31]=3[N:32]=2)=[CH:24][CH:23]=1.CO>CN(C)C=O>[CH3:1][O:2][C:3]1[CH:8]=[CH:7][C:6]([C:9]2[O:10][C:11]3[CH:17]=[C:16]([CH:18]=[CH:37][C:35]4[CH:34]=[CH:33][C:31]5[N:32]=[C:28]([C:25]6[CH:26]=[CH:27][C:22]([O:21][CH3:20])=[CH:23][CH:24]=6)[O:29][C:30]=5[CH:36]=4)[CH:15]=[CH:14][C:12]=3[N:13]=2)=[CH:5][CH:4]=1. Procedure details: A solution of 5.06 g (0.02 Mole) of 2-p-methoxyphenyl-6-formylbenzoxazole of the formula ##STR33## (melting point: 161.5°-162.5° C.) and 7.50 g (0.02 mole) of 2-(p-methoxyphenyl)-6-(diethylphosphonomethyl)-benzoxazole of the formula ##STR34## (melting point: 85°-88° C.) in 150 ml of dimethyl formamide is heated to 50° C. and 2.1 g of sodium tert.butylate are added in small amounts to the solution over the course of 15 minutes. The reaction mixture is stirred at room temperature overnight, then p... As a reaction SMILES: Cl.FC1C=C(C=CC=1)CN1C=C(C2C3C(=NC=C(C4C=CC(C5CCNCC5)=CC=4)C=3)N(S(C3C=CC(C)=CC=3)(=O)=O)C=2)C=N1.[F:46][C:47]1[CH:48]=[C:49]([CH:90]=[CH:91][CH:92]=1)[CH2:50][N:51]1[CH:55]=[C:54]([C:56]2[C:64]3[C:59](=[N:60][CH:61]=[C:62]([C:65]4[CH:70]=[CH:69][C:68]([N:71]5[CH2:76][CH2:75][N:74]([CH2:77][CH2:78][OH:79])[CH2:73][CH2:72]5)=[CH:67][CH:66]=4)[CH:63]=3)[N:58](S(C3C=CC(C)=CC=3)(=O)=O)[CH:57]=2)[CH:53]=[N:52]1.[OH-].[Li+]>C1COCC1.CO.O>[F:46][C:47]1[CH:48]=[C:49]([CH:90]=[CH:91][CH:92]=1)[CH2:50][N:51]1[CH:55]=[C:54]([C:56]2[C:64]3[C:59](=[N:60][CH:61]=[C:62]([C:65]4[CH:66]=[CH:67][C:68]([N:71]5[CH2:72][CH2:73][N:74]([CH2:77][CH2:78][OH:79])[CH2:75][CH2:76]5)=[CH:69][CH:70]=4)[CH:63]=3)[NH:58][CH:57]=2)[CH:53]=[N:52]1 |f:0.1,3.4,5.6.7|. Solvent: C1CCOC1.CO.O (THF methanol water). Yields the product FC=1C=C(CN2N=CC(=C2)C2=CNC3=NC=C(C=C32)C3=CC=C(C=C3)N3CCN(CC3)CCO)C=CC1 (2-(4-(4-(3-(1-(3-fluorobenzyl)-1H-pyrazol-4-yl)-1H-pyrrolo[2,3-b]pyridin-5-yl)phenyl) piperazin-1-yl)ethanol). Yield: 87.6%. The reactants are Cl.FC=1C=C(CN2N=CC(=C2)C2=CN(C3=NC=C(C=C32)C3=CC=C(C=C3)C3CCNCC3)S(=O)(=O)C3=CC=C(C)C=C3)C=CC1 (3-(1-(3-fluorobenzyl)-1H-pyrazol-4-yl)-5-(4-(piperidin-4-yl)phenyl)-1-tosyl-1H-pyrrolo[2,3-b]pyridine hydrochloride), FC=1C=C(CN2N=CC(=C2)C2=CN(C3=NC=C(C=C32)C3=CC=C(C=C3)N3CCN(CC3)CCO)S(=O)(=O)C3=CC=C(C)C=C3)C=CC1 (2-(4-(4-(3-(1-(3-fluorobenzyl)-1H-pyrazol-4-yl)-1-tosyl-1H-pyrrolo[2,3-b]pyridin-5-yl)phenyl)piperazin-1-yl)ethanol), [OH-].[Li+] (lithium hydroxide). Procedure: Using similar reaction conditions as described in step-iii of example-1, 2-(4-(4-(3-(1-(3-fluorobenzyl)-1H-pyrazol-4-yl)-1-tosyl-1H-pyrrolo[2,3-b]pyridin-5-yl)phenyl)piperazin-1-yl)ethanol (60 mg, 0.092 mmol) was hydrolyzed by lithium hydroxide (20 mg, 0.461 mmol) in THF/methanol/water (5/1/1 ml) to yield 40 mg (13.3% yield) of the titled compound. 1H NMR (CD3OD, 400 MHz): δ 8.747-8.742 (d, 2H), 8.586-8.583 (d, 1H), 8.30 (s, 1H), 7.99 (s, 1H), 7.82 (s, 1H), 7.72-7.69 (d, 2H), 7.38-7.35 (q, 1H), ... Starting materials: compound 9, CC(=O)OC[C@@H]1[C@@H]([C@@H]([C@H]([C@@H](O1)OC(=O)C)OC(=O)C)OC(=O)C)OC(=O)C (β-D-galactosepentaacetate), C(C1=CC=CC=C1)N (benzylamine). Run in C1CCOC1 (THF). Reaction conditions: time 18 hour. Product: C(C)(=O)O[C@H]1[C@H](O)O[C@@H]([C@@H]([C@@H]1OC(C)=O)OC(C)=O)COC(C)=O (2,3,4,6-tetra-O-acetyl-β-D-galactopyranose). RXN SMILES: [CH3:1][C:2]([O:4][CH2:5][C@H:6]1[O:11][C@@H:10]([O:12]C(C)=O)[C@H:9]([O:16][C:17]([CH3:19])=[O:18])[C@@H:8]([O:20][C:21]([CH3:23])=[O:22])[C@H:7]1[O:24][C:25]([CH3:27])=[O:26])=[O:3].C(N)C1C=CC=CC=1>C1COCC1>[C:17]([O:16][C@@H:9]1[C@@H:8]([O:20][C:21](=[O:22])[CH3:23])[C@@H:7]([O:24][C:25](=[O:26])[CH3:27])[C@@H:6]([CH2:5][O:4][C:2](=[O:3])[CH3:1])[O:11][C@H:10]1[OH:12])(=[O:18])[CH3:19]. Procedure: The synthesis of compound 9 is illustrated in FIG. 6. 20 g (51.24 mmol) of β-D-galactosepentaacetate 1 was dissolved in 150 ml THF and 6.7 ml (61.49 mmol) of benzylamine was added with a dropping funnel. The reaction was stirred for 18 h at room temperature to give 2,3,4,6-tetra-O-acetyl-β-D-galactopyranose 2. Reactants: BrC1=CC(N(C=C1OC)C(C(=O)NC1=CC=C(C(=O)OC(C)(C)C)C=C1)C)=O (tert-butyl 4-{[2-(4-bromo-5-methoxy-2-oxopyridin-1(2H)-yl)propanoyl]amino}benzoate), [1,1-bis(diphenylphosphino)ferrocene]palladium(II) chloride dichloromethane, ClC=1C=CC(=C(C1)B(O)O)C(F)(F)F (5-chloro-2-trifluoromethylphenylboronic acid), C([O-])([O-])=O.[K+].[K+] (potassium carbonate), [1,1-bis-(diphenylphosphino)ferrocene]palladium(II) chloride dichloromethane, ClC=1C=CC(=C(C1)B(O)O)C(F)(F)F (5-chloro-2-trifluoromethylphenylboronic acid). Run in O1CCOCC1 (dioxane). Reaction conditions: time 8 hour. Yields the product ClC=1C=CC(=C(C1)C1=CC(N(C=C1OC)C(C(=O)NC1=CC=C(C(=O)OC(C)(C)C)C=C1)C)=O)C(F)(F)F (tert-Butyl 4-[(2-{4-[5-chloro-2-(trifluoromethyl)phenyl]-5-methoxy-2-oxopyridin-1(2H)-yl}propanoyl)amino]benzoate). As a reaction SMILES: Br[C:2]1[C:7]([O:8][CH3:9])=[CH:6][N:5]([CH:10]([CH3:27])[C:11]([NH:13][C:14]2[CH:26]=[CH:25][C:17]([C:18]([O:20][C:21]([CH3:24])([CH3:23])[CH3:22])=[O:19])=[CH:16][CH:15]=2)=[O:12])[C:4](=[O:28])[CH:3]=1.[Cl:29][C:30]1[CH:31]=[CH:32][C:33]([C:39]([F:42])([F:41])[F:40])=[C:34](B(O)O)[CH:35]=1.C(=O)([O-])[O-].[K+].[K+]>O1CCOCC1>[Cl:29][C:30]1[CH:31]=[CH:32][C:33]([C:39]([F:40])([F:41])[F:42])=[C:34]([C:2]2[C:7]([O:8][CH3:9])=[CH:6][N:5]([CH:10]([CH3:27])[C:11]([NH:13][C:14]3[CH:26]=[CH:25][C:17]([C:18]([O:20][C:21]([CH3:24])([CH3:23])[CH3:22])=[O:19])=[CH:16][CH:15]=3)=[O:12])[C:4](=[O:28])[CH:3]=2)[CH:35]=1 |f:2.3.4|. Procedure: Under argon (in a flask dried by heating), 113 mg (0.25 mmol) of tert-butyl 4-{[2-(4-bromo-5-methoxy-2-oxopyridin-1(2H)-yl)propanoyl]amino}benzoate (racemate), 67 mg (0.30 mmol, 1.2 eq.) of 5-chloro-2-trifluoromethylphenylboronic acid, 103 mg (0.74 mmol, 3.0 eq.) of potassium carbonate and 20 mg (0.03 mmol, 0.1 eq.) of [1,1-bis(diphenylphosphino)ferrocene]palladium(II) chloride/dichloromethane monoadduct were suspended in 5.0 ml of dioxane and stirred overnight in an oil bath already preheated t... The reactants are [Mg] (Magnesium), C(CC(=O)[O-])(=O)OCC (ethyl malonate), C(C(=O)Cl)(=O)Cl (Oxalyl chloride), ClC1=C(C(=O)O)C=C(C(=C1[N+](=O)[O-])F)C (2-chloro-4-fluoro-5-methyl-3-nitrobenzoic acid). The reagents and catalysts are CN(C=O)C (N,N-dimethylformamide). Solvent: C(Cl)(Cl)(Cl)Cl (carbon tetrachloride), C(C)O (ethanol), O1CCCC1 (tetrahydrofuran), C(Cl)Cl (methylene chloride). Conditions: temperature 80 celsius, time 3 hour. Yields the product ClC1=C(C(=O)CC(=O)OCC)C=C(C(=C1[N+](=O)[O-])F)C (Ethyl 2-Chloro-4-fluoro-5-methyl-3-nitrobenzoylacetate). Reaction SMILES: [Mg].[C:2]([O:8][CH2:9][CH3:10])(=[O:7])[CH2:3][C:4]([O-:6])=O.C(Cl)(=O)C(Cl)=O.[Cl:17][C:18]1[C:26]([N+:27]([O-:29])=[O:28])=[C:25]([F:30])[C:24]([CH3:31])=[CH:23][C:19]=1C(O)=O>O1CCCC1.CN(C)C=O.C(Cl)Cl.C(Cl)(Cl)(Cl)Cl.C(O)C>[Cl:17][C:18]1[C:26]([N+:27]([O-:29])=[O:28])=[C:25]([F:30])[C:24]([CH3:31])=[CH:23][C:19]=1[C:4]([CH2:3][C:2]([O:8][CH2:9][CH3:10])=[O:7])=[O:6]. Procedure details: Magnesium (115 mg), ethanol (1 ml) and carbon tetrachloride (0.1 ml) were stirred at room temperature to activate them. A solution of ethyl malonate (0.69 ml) in tetrahydrofuran (5 ml) was added dropwise to the activated mixture, followed by stirring at 80° C. for 3 hours. After the reaction mixture was allowed to cool, it was chilled to -40° C. Oxalyl chloride (650 mg) and N,N-dimethylformamide (1 drop) were added to a solution of 2-chloro-4-fluoro-5-methyl-3-nitrobenzoic acid (1.0 g) in methyl... Procedure: Para-hydroxyphenylpropionyl biocytin (HPPB) was prepared by mixing a solution of p-hydroxyphenylpropionic acid-N-hydroxysuccinimide ester (50 mg [0.2 mMol]/2 ml dimethyl sulfoxide) with biocytin (70.75 mg [0.2 mMol]/2 ml 0.1M NaHCO3) overnight at room temperature (RT). Biotin-tyramine (BT) was prepared by mixing a solution of tyramine (40 mg [0.3 mMol]/1 ml dimethyl sulfoxide) with biotin-N-hydroxysuccinimide ester (100 mg [0.3 mMol]/1 ml dimethyl sulfoxide) overnight at RT. The solutions of HPP... Starting materials: p-hydroxyphenylpropionic acid-N-hydroxysuccinimide ester, C1[C@H]2[C@@H]([C@@H](S1)CCCCC(=O)NCCCC[C@@H](C(=O)O)N)NC(=O)N2 (biocytin), NCCC1=CC=C(C=C1)O (tyramine), C1CC(=O)N(C1=O)OC(=O)CCCCC2C3C(CS2)NC(=O)N3 (biotin-N-hydroxysuccinimide ester), HPPB. Reaction SMILES: C1S[C@@H](CCCCC(NCCCC[C@H](N)C(O)=O)=O)[C@H]2NC(N[C@@H]12)=O.[NH2:26][CH2:27][CH2:28][C:29]1[CH:34]=[CH:33][C:32]([OH:35])=[CH:31][CH:30]=1.C1C(=O)N([O:43][C:44]([CH2:46][CH2:47][CH2:48][CH2:49][CH:50]2[S:54][CH2:53][CH:52]3[NH:55][C:56]([NH:58][CH:51]23)=[O:57])=[O:45])C(=O)C1>>[OH:45][C:44]([CH2:46][CH2:47][CH2:48][CH2:49][C@H:50]1[C@@H:51]2[C@@H:52]([NH:55][C:56]([NH:58]2)=[O:57])[CH2:53][S:54]1)=[O:43].[NH2:26][CH2:27][CH2:28][C:29]1[CH:34]=[CH:33][C:32]([OH:35])=[CH:31][CH:30]=1 |f:3.4|. Product: Para-hydroxyphenylpropionyl biocytin, OC(=O)CCCC[C@@H]1SC[C@@H]2NC(=O)N[C@H]12.NCCC1=CC=C(C=C1)O (Biotin tyramine). Run in N1=CC=CC=C1 (pyridine). The reactants are OC1=CC=NC2=CC(=CC=C12)OC (4-Hydroxy-7-methoxyquinoline), P12(=S)SP3(=S)SP(=S)(S1)SP(=S)(S2)S3 (phosphorus pentasulfide). Reaction SMILES: O[C:2]1[C:11]2[C:6](=[CH:7][C:8]([O:12][CH3:13])=[CH:9][CH:10]=2)[N:5]=[CH:4][CH:3]=1.P12(SP3(SP(SP(S3)(S1)=S)(=S)S2)=S)=[S:15]>N1C=CC=CC=1>[CH3:13][O:12][C:8]1[CH:7]=[C:6]2[C:11]([C:2](=[S:15])[CH:3]=[CH:4][NH:5]2)=[CH:10][CH:9]=1. Yields the product COC1=CC=C2C(C=CNC2=C1)=S (7-Methoxyquinoline-4(1H)-thione). Conditions: time 30 minute. Reported procedure: 4-Hydroxy-7-methoxyquinoline (2.3 g, 13 mmol) dissolved in pyridine (30 ml) was added with phosphorus pentasulfide (2.9 g, 13 mmol) and refluxed for an hour. The reaction mixture was allowed to cool to room temperature and the solvent was removed under reduced pressure. The residues were added with water (80 ml) and stood at 0° C. for about 30 minutes. The resulting precipitates were collected by filtration, washed with water and recrystallized from mixed solvent (about 60 ml) of ethanol with wa... Reactants: C(CCCCCCC)N1SC=CC1=O (2-n-octyl-4-isothiazolin-3-one), [F-].C(CCC)[N+](CCCC)(CCCC)CCCC (tetrabutylammonium fluoride), CN1C(=CC=C1)C(CC(=O)C1=CC=CC=C1)=O (1-(1-methylpyrrol-2-yl)-3-phenyl-1,3-propanedione), solution, [F-].C(CCC)[N+](CCCC)(CCCC)CCCC (tetrabutylammonium fluoride). Run in CN(C=O)C (N,N-dimethylformamide), Cl (hydrochloric acid), CN(C=O)C (N,N-dimethylformamide), O1CCCC1 (tetrahydrofuran). Product: C(CCCCCCC)NC(\C=C/SC(C(=O)C1=CC=CC=C1)C(=O)C=1N(C=CC1)C)=O (N-n-Octyl-cis-3-{[1-phenyl-3-(1-methylpyrrol-2-yl)-1,3-propanedionyl]thio}acrylamide). Isolated yield 18.7%. RXN SMILES: [CH3:1][N:2]1[CH:6]=[CH:5][CH:4]=[C:3]1[C:7](=[O:17])[CH2:8][C:9]([C:11]1[CH:16]=[CH:15][CH:14]=[CH:13][CH:12]=1)=[O:10].[F-].C([N+](CCCC)(CCCC)CCCC)CCC.[CH2:36]([N:44]1[C:48](=[O:49])[CH:47]=[CH:46][S:45]1)[CH2:37][CH2:38][CH2:39][CH2:40][CH2:41][CH2:42][CH3:43]>CN(C)C=O.O1CCCC1.Cl>[CH2:36]([NH:44][C:48](=[O:49])/[CH:47]=[CH:46]\[S:45][CH:8]([C:7]([C:3]1[N:2]([CH3:1])[CH:6]=[CH:5][CH:4]=1)=[O:17])[C:9]([C:11]1[CH:16]=[CH:15][CH:14]=[CH:13][CH:12]=1)=[O:10])[CH2:37][CH2:38][CH2:39][CH2:40][CH2:41][CH2:42][CH3:43] |f:1.2|. Reported procedure: To a stirred solution of 0.78 g (0.0034 mol) of 1-(1-methylpyrrol-2-yl)-3-phenyl-1,3-propanedione in 5 mL of N,N-dimethylformamide under nitrogen was added 3.4 mL (0.0034 mol) of a 1M solution of tetrabutylammonium fluoride in tetrahydrofuran. After 10 min a solution of 0.73 g (0.0034 mol) of 2-n-octyl-4-isothiazolin-3-one in 5 mL of N,N-dimethylformamide was added. After 12 h another 3.4 mL of the 1M tetrabutylammonium fluoride solution was added. After 12 h the reaction mixture was diluted wit... The reactants are BrC1=NC=C(C(=C1)N)[N+](=O)[O-] (2-bromo-5-nitropyridin-4-amine), COC(=O)NC(SC)=NC(=O)OC (1,3-bis(methoxycarbonyl)-2-methyl-2-thiopseudourea). Reagents/catalysts: [Fe] (iron). Run in C(C)(=O)O (acetic acid), C(C)(=O)O (acetic acid). Conditions: temperature 75 celsius, time 2 hour. Product: BrC1=CC2=C(C=N1)N=C(N2)NC(OC)=O (methyl 6-bromo-1H-imidazo[4,5-c]pyridin-2-ylcarbamate). Yield: 96.2%. As a reaction SMILES: [Br:1][C:2]1[CH:7]=[C:6]([NH2:8])[C:5]([N+:9]([O-])=O)=[CH:4][N:3]=1.[CH3:12][O:13][C:14]([NH:16][C:17](=NC(OC)=O)SC)=[O:15]>C(O)(=O)C.[Fe]>[Br:1][C:2]1[N:3]=[CH:4][C:5]2[N:9]=[C:17]([NH:16][C:14](=[O:15])[O:13][CH3:12])[NH:8][C:6]=2[CH:7]=1. Reported procedure: A solution of 2-bromo-5-nitropyridin-4-amine (1.5 g, 6.9 mmol) in acetic acid (20 mL) was added in portions into a 75° C. suspension of iron powder (1.5 g, 27 mmol) in acetic acid (20 mL). The reaction mixture was stirred at 75° C. for 2 h, cooled to room temperature, and filtered through celite. To the filtrate was added 1,3-bis(methoxycarbonyl)-2-methyl-2-thiopseudourea (1.4 g, 6.9 mmol), and the mixture was stirred at 65° C. for 60 h. The reaction mixture was cooled to room temperature and co... Run at time 19 hour. RXN SMILES: [N+:1]([C:4]1[CH:5]=[C:6]([C@@H:10]([NH2:12])[CH3:11])[CH:7]=[CH:8][CH:9]=1)([O-])=O>[Pd].CO>[NH2:12][C@H:10]([C:6]1[CH:5]=[C:4]([CH:9]=[CH:8][CH:7]=1)[NH2:1])[CH3:11]. Procedure: A mixture of (1S)-1-(3-nitrophenyl)ethanamine (13.1 g, 79.4 mmol) and 10% palladium on carbon (0.75 g) in methanol (250 mL) was stirred vigorously under an atmosphere of hydrogen for 19 hours. After this time the mixture was filtered through a pad of Celite and the pad was washed with methanol (800 mL). The combined filtrates were concentrated under reduced pressure to give 3-[(1S)-1-aminoethyl]aniline as a brown solid (10.8 g, 100%). The yield is 99.9%. Yields the product N[C@@H](C)C=1C=C(N)C=CC1 (3-[(1S)-1-aminoethyl]aniline). Reactants: [N+](=O)([O-])C=1C=C(C=CC1)[C@H](C)N ((1S)-1-(3-nitrophenyl)ethanamine). The solvent is CO (methanol). The reagents and catalysts are [Pd] (palladium on carbon).